This data is from the Open Reaction Database (ORD), a public repository of structured organic reaction records. The task is: describe an organic reaction: reactants, conditions, products, and yield Starting materials: [Li]CCCC, C1CCOC1, CN(C)CCN(C)C, COc1cc(C)c(OC)c(OC)c1OC, C#CCCCCCCCCCCC=O. The product is C#CCCCCCCCCCCC(O)c1c(C)c(OC)c(OC)c(OC)c1OC. As a reaction SMILES: [CH2:24]([Li:25])[CH2:26][CH2:27][CH3:28].[CH2:43]1[O:44][CH2:45][CH2:46][CH2:47]1.[CH3:16][N:17]([CH3:18])[CH2:19][CH2:20][N:21]([CH3:22])[CH3:23].[CH3:1][c:2]1[c:3]([O:14][CH3:15])[c:4]([O:12][CH3:13])[c:5]([O:10][CH3:11])[c:6]([O:8][CH3:9])[cH:7]1.[CH:29]([CH2:30][CH2:31][CH2:32][CH2:33][CH2:34][CH2:35][CH2:36][CH2:37][CH2:38][CH2:39][C:40]#[CH:41])=[O:42]>>[CH3:1][c:2]1[c:3]([O:14][CH3:15])[c:4]([O:12][CH3:13])[c:5]([O:10][CH3:11])[c:6]([O:8][CH3:9])[c:7]1[CH:29]([CH2:30][CH2:31][CH2:32][CH2:33][CH2:34][CH2:35][CH2:36][CH2:37][CH2:38][CH2:39][C:40]#[CH:41])[OH:42].